From a dataset of the Open Reaction Database (ORD), a public repository of structured organic reaction records. describe an organic reaction: reactants, conditions, products, and yield Reactants: FC1=C(C=CC(=C1)F)N=C=S (2,4-difluoro-phenyl isothiocyanate), C(C(C)(C)C)N (neopentylamine). The solvent is ClCCl (dichloromethane). Reaction conditions: time 8 hour. Product: FC1=C(C=CC(=C1)F)NC(=S)NCC(C)(C)C (1-(2,4-difluoro-phenyl)-3-(2,2-dimethylpropyl)-thiourea). The yield is 84.8%. Reaction SMILES: [F:1][C:2]1[CH:7]=[C:6]([F:8])[CH:5]=[CH:4][C:3]=1[N:9]=[C:10]=[S:11].[CH2:12]([NH2:17])[C:13]([CH3:16])([CH3:15])[CH3:14]>ClCCl>[F:1][C:2]1[CH:7]=[C:6]([F:8])[CH:5]=[CH:4][C:3]=1[NH:9][C:10]([NH:17][CH2:12][C:13]([CH3:16])([CH3:15])[CH3:14])=[S:11]. Procedure: To a solution of 2,4-difluoro-phenyl isothiocyanate (1.00 g, 5.84 mmol) in dichloromethane (20 mL) at room temperature was added neopentylamine (0.90 mL, 7.6 mmol) and the reaction was stirred overnight at room temperature. The mixture was concentrated in vacuo and the resulting residue was triturated with diethyl ether and filtered to afford 1.28 g (85%) of 1-(2,4-difluoro-phenyl)-3-(2,2-dimethylpropyl)-thiourea as a white solid which was used without further purification. Starting materials: CO, Oc1ccccc1O. Product: COc1ccccc1O. Reaction SMILES: [CH3:9][OH:10].[OH:1][c:2]1[cH:3][cH:4][cH:5][cH:6][c:7]1[OH:8]>>[O:1]([c:2]1[cH:3][cH:4][cH:5][cH:6][c:7]1[OH:8])[CH3:9]. Reactants: ClC1=C(C(=O)OC)C(=CC(=N1)Cl)I (methyl 2,6-dichloro-4-iodonicotinate), C(#N)[Zn]C#N (dicyanozinc), O (H2O), CCOC(=O)C (EtOAc). The reagents and catalysts are C=1C=CC(=CC1)[P](C=2C=CC=CC2)(C=3C=CC=CC3)[Pd]([P](C=4C=CC=CC4)(C=5C=CC=CC5)C=6C=CC=CC6)([P](C=7C=CC=CC7)(C=8C=CC=CC8)C=9C=CC=CC9)[P](C=1C=CC=CC1)(C=1C=CC=CC1)C=1C=CC=CC1 (tetrakis(triphenylphosphine)palladium). Solvent: CN(C)C=O (DMF). Run at temperature 100 celsius, time 8 hour. The product is ClC1=C(C(=O)OC)C(=CC(=N1)Cl)C#N (Methyl 2,6-dichloro-4-cyanonicotinate). Isolated yield 40.3%. RXN SMILES: [Cl:1][C:2]1[N:11]=[C:10]([Cl:12])[CH:9]=[C:8](I)[C:3]=1[C:4]([O:6][CH3:7])=[O:5].[C:14]([Zn]C#N)#[N:15].O.CCOC(C)=O>CN(C=O)C.C1C=CC([P]([Pd]([P](C2C=CC=CC=2)(C2C=CC=CC=2)C2C=CC=CC=2)([P](C2C=CC=CC=2)(C2C=CC=CC=2)C2C=CC=CC=2)[P](C2C=CC=CC=2)(C2C=CC=CC=2)C2C=CC=CC=2)(C2C=CC=CC=2)C2C=CC=CC=2)=CC=1>[Cl:1][C:2]1[N:11]=[C:10]([Cl:12])[CH:9]=[C:8]([C:14]#[N:15])[C:3]=1[C:4]([O:6][CH3:7])=[O:5] |^1:34,36,55,74|. Procedure details: A mixture of tetrakis(triphenylphosphine)palladium (34.8 mg, 0.03 mmol), methyl 2,6-dichloro-4-iodonicotinate (100 mg, 0.301 mmol) and dicyanozinc (38.9 mg, 0.331 mmol) in DMF (2 mL) was stirred at 100° C. overnight under N2 atmosphere. To the resulting mixture were added H2O and EtOAc. The aqueous phase was extracted with EtOAc, and the combined organic layers were washed with H2O and brine, dried over MgSO4 and evaporated. The residue was purified by chromatography on SiO2 to give the title co... Reactants: ClCCl (dichloromethane), C(C(=C)C)(=O)O (methacrylic acid), O1CCC=C1 (2,3-dihydrofuran). Reagents/catalysts: CS(=O)(=O)O (methanesulfonic acid). Run in C(C)N(CC)CC (triethylamine). Run at temperature -40 celsius, time 6 hour. Product: C(C(=C)C)(=O)OC1OCCC1 (2-Tetrahydrofuranyl methacrylate). The yield is 57.4%. RXN SMILES: ClCCl.[C:4]([OH:9])(=[O:8])[C:5]([CH3:7])=[CH2:6].[O:10]1[CH:14]=[CH:13][CH2:12][CH2:11]1>CS(O)(=O)=O.C(N(CC)CC)C>[C:4]([O:9][CH:11]1[CH2:12][CH2:13][CH2:14][O:10]1)(=[O:8])[C:5]([CH3:7])=[CH2:6]. Procedure: To a 500-mL, 3-necked round bottomed flask equipped with a thermocouple temperature monitor, nitrogen inlet and a magnetic stirrer was added 300 mL of dichloromethane, 24.5 g (0.29 mol) of methacrylic acid and 21.4 g (0.305 mol) of 2,3-dihydrofuran. The flask was cooled under Nitrogen to −40° C. and 0.05 g of methanesulfonic acid was added. The mixture was warmed to 0° C. and stirred for 6 hours at which time it was recooled to −40° C. and an excess (1 mL) of triethylamine was added. The solutio... The reactants are COCCOC, CC(C)(C)[O-], Cc1cc(OCc2ccccc2)ccc1C=O, CO, [Cl-], [K+], [NH4+], [C-]#[N+]CS(=O)(=O)c1ccccc1C. Product: Cc1cc(OCc2ccccc2)ccc1CC#N. RXN SMILES: [CH2:39]([CH2:40][O:41][CH3:42])[O:43][CH3:44].[CH3:1][C:2]([CH3:3])([O-:4])[CH3:5].[CH3:20][c:21]1[c:22]([CH:23]=[O:24])[cH:25][cH:26][c:27]([O:29][CH2:30][c:31]2[cH:32][cH:33][cH:34][cH:35][cH:36]2)[cH:28]1.[CH3:45][OH:46].[Cl-:37].[K+:6].[NH4+:38].[c:7]1([CH3:8])[c:9]([S:10](=[O:12])(=[O:13])[CH2:16][N+:17]#[C-:11])[cH:14][cH:15][cH:18][cH:19]1>>[C:16](#[N:17])[CH2:23][c:22]1[c:21]([CH3:20])[cH:28][c:27]([O:29][CH2:30][c:31]2[cH:32][cH:33][cH:34][cH:35][cH:36]2)[cH:26][cH:25]1.